Dataset: the Open Reaction Database (ORD), a public repository of structured organic reaction records. Task: describe an organic reaction: reactants, conditions, products, and yield Reactants: C(C)(C)(C)OC(=O)N1CCC(CC1)OC1=NC=C(N=C1)Br (2-(1-t-butoxycabonylpiperidin-4-yloxy)-5-bromopyrazine), C(#N)C1=CC=C(C=C1)B(O)O (4-cyanophenylboronic acid). Yields the product C1(CCCC1)N1CCC(CC1)OC1=NC=C(N=C1)C1=CC=C(C=C1)C#N (2-(1-cyclopentylpiperidin-4-yloxy)-5-(4-cyanophenyl)pyrazine). RXN SMILES: C(O[C:6]([N:8]1[CH2:13][CH2:12][CH:11]([O:14][C:15]2[CH:20]=[N:19][C:18](Br)=[CH:17][N:16]=2)[CH2:10][CH2:9]1)=O)(C)(C)C.[C:22]([C:24]1[CH:29]=[CH:28][C:27](B(O)O)=[CH:26][CH:25]=1)#[N:23]>>[CH:6]1([N:8]2[CH2:9][CH2:10][CH:11]([O:14][C:15]3[CH:20]=[N:19][C:18]([C:27]4[CH:28]=[CH:29][C:24]([C:22]#[N:23])=[CH:25][CH:26]=4)=[CH:17][N:16]=3)[CH2:12][CH2:13]2)[CH2:12][CH2:11][CH2:10][CH2:9]1. Reported procedure: According to the same method as in Example 1-2), 3), 4) but using 2-(1-t-butoxycabonylpiperidin-4-yloxy)-5-bromopyrazine and 4-cyanophenylboronic acid, the entitled compound was obtained. Starting materials: C(C)C1=CC(=C(OC2=NC(=CC=C2)F)C=C1)OC (2-(4-ethyl-2-methoxyphenoxy)-6-fluoropyridine), C(CCC)N (butylamine). Run at temperature 80 celsius. Yields the product C(CCC)NC1=NC(=CC=C1)OC1=C(C=C(C=C1)CC)OC (N-butyl-6-(4-ethyl-2-methoxyphenoxy)pyridin-2-amine). As a reaction SMILES: [CH2:1]([C:3]1[CH:16]=[CH:15][C:6]([O:7][C:8]2[CH:13]=[CH:12][CH:11]=[C:10](F)[N:9]=2)=[C:5]([O:17][CH3:18])[CH:4]=1)[CH3:2].[CH2:19]([NH2:23])[CH2:20][CH2:21][CH3:22]>>[CH2:19]([NH:23][C:10]1[CH:11]=[CH:12][CH:13]=[C:8]([O:7][C:6]2[CH:15]=[CH:16][C:3]([CH2:1][CH3:2])=[CH:4][C:5]=2[O:17][CH3:18])[N:9]=1)[CH2:20][CH2:21][CH3:22]. Procedure: To 2-(4-ethyl-2-methoxyphenoxy)-6-fluoropyridine (94 mg; 0.32 mmol), under argon, was added butylamine (0.5 mL). The reaction was heated to 80° C. for 18 hours. The mixture was concentrated in vacuo. After quenching with saturated NaHCO3 (10 mL), extractions with dichloromethane (3*5 mL), the organic phase was dried over NaSO4, and concentrated in vacuo to give the title compound as a light brown oil used without further purification (87 mg; 0.29 mmol; 89%).